This data is from the Open Reaction Database (ORD), a public repository of structured organic reaction records. The task is: describe an organic reaction: reactants, conditions, products, and yield Starting materials: C(C)(C)(C)C=1C=C(C=C(C1O)C(C)(C)C)CC(C=O)(C)C (3-(3,5-di-tert.butyl-4-hydroxyphenyl)-2,2-dimethylpropionaldehyde), CC(=O)CCC1=CC(=C(C(=C1)C(C)(C)C)O)C(C)(C)C (methyl-(3,5-di-tert.butyl-4-hydroxyphenylethyl)-ketone). The product is C(C)(C)(C)C=1C=C(C=C(C1O)C(C)(C)C)CCC(C)O (4-(3,5-di-tert.butyl-4-hydroxyphenyl)-2-butanol). Reaction SMILES: C(C1C=C(CC(C)(C)C=O)C=C(C(C)(C)C)C=1O)(C)(C)C.[CH3:22][C:23]([CH2:25][CH2:26][C:27]1[CH:32]=[C:31]([C:33]([CH3:36])([CH3:35])[CH3:34])[C:30]([OH:37])=[C:29]([C:38]([CH3:41])([CH3:40])[CH3:39])[CH:28]=1)=[O:24]>>[C:33]([C:31]1[CH:32]=[C:27]([CH2:26][CH2:25][CH:23]([OH:24])[CH3:22])[CH:28]=[C:29]([C:38]([CH3:40])([CH3:39])[CH3:41])[C:30]=1[OH:37])([CH3:36])([CH3:34])[CH3:35]. Procedure details: If, in Example 1, the 3-(3,5-di-tert.butyl-4-hydroxyphenyl)-2,2-dimethylpropionaldehyde is replaced by an equivalent quantity of methyl-(3,5-di-tert.butyl-4-hydroxyphenylethyl)-ketone, an otherwise identical procedure gives 4-(3,5-di-tert.butyl-4-hydroxyphenyl)-2-butanol of melting point 70° C.